Task: describe an organic reaction: reactants, conditions, products, and yield. Dataset: the Open Reaction Database (ORD), a public repository of structured organic reaction records Reactants: [H-].[H-].[H-].[H-].[Li+].[Al+3] (LiAlH4), C(#N)C1CC2N(C3=C(CC4=C2C=CC=C4)C=CC=C3)CC1 (2-cyano-1,2,3,4,10,14b-hexahydro-pyridino[ 1,2-a]-dibenzo[c,f]-azepine), [H-].[H-].[H-].[H-].[Li+].[Al+3] (LiAlH4), O (water). The solvent is CCOCC (ether), C1CCOC1 (THF). The product is NCC1CC2N(C3=C(CC4=C2C=CC=C4)C=CC=C3)CC1 (2-aminomethyl-1,2,3,4,10,14b-hexahydro-pyridino[1,2-a]-dibenzo[c,f]-azepine). Reaction SMILES: [H-].[H-].[H-].[H-].[Li+].[Al+3].[C:7]([CH:9]1[CH2:27][CH2:26][N:12]2[C:13]3[CH:25]=[CH:24][CH:23]=[CH:22][C:14]=3[CH2:15][C:16]3[CH:21]=[CH:20][CH:19]=[CH:18][C:17]=3[CH:11]2[CH2:10]1)#[N:8].O>CCOCC.C1COCC1>[NH2:8][CH2:7][CH:9]1[CH2:27][CH2:26][N:12]2[C:13]3[CH:25]=[CH:24][CH:23]=[CH:22][C:14]=3[CH2:15][C:16]3[CH:21]=[CH:20][CH:19]=[CH:18][C:17]=3[CH:11]2[CH2:10]1 |f:0.1.2.3.4.5|. Reported procedure: To a suspension of 10 g LiAlH4 in 400 ml of dry ether a solution of 8 g of 2-cyano-1,2,3,4,10,14b-hexahydro-pyridino[ 1,2-a]-dibenzo[c,f]-azepine (axial) in 300 ml of THF is added. Then the mixture is refluxed for 30 minutes, whereupon it is cooled by means of ice. After that 40 ml of water are added to the mixture carefully so as to hydrolyse the excess of LiAlH4. The resulting precipitate is filtered off after which the filtrate is evaporated. Reactants: CN([C@@H]1[C@@H](CCC1)C(=O)O)S(=O)(=O)C1=CC=C(C=C1)OCC1=CC(=NC2=CC=CC=C12)C (cis-2-[methyl({4-[(2-methylquinolin-4-yl)methoxy]phenyl}sulfonyl)amino]cyclopentanecarboxylic acid), NO (hydroxylamine). The product is ONC(=O)[C@H]1[C@H](CCC1)N(S(=O)(=O)C1=CC=C(C=C1)OCC1=CC(=NC2=CC=CC=C12)C)C (cis-N-hydroxy-2-[methyl({4-[(2-methylquinolin-4-yl)methoxy]phenyl}sulfonyl)amino]cyclopentanecarboxamide). Yield: 97.0%. As a reaction SMILES: [CH3:1][N:2]([S:11]([C:14]1[CH:19]=[CH:18][C:17]([O:20][CH2:21][C:22]2[C:31]3[C:26](=[CH:27][CH:28]=[CH:29][CH:30]=3)[N:25]=[C:24]([CH3:32])[CH:23]=2)=[CH:16][CH:15]=1)(=[O:13])=[O:12])[C@H:3]1[CH2:7][CH2:6][CH2:5][C@H:4]1[C:8]([OH:10])=O.[NH2:33][OH:34]>>[OH:34][NH:33][C:8]([C@@H:4]1[CH2:5][CH2:6][CH2:7][C@@H:3]1[N:2]([CH3:1])[S:11]([C:14]1[CH:15]=[CH:16][C:17]([O:20][CH2:21][C:22]2[C:31]3[C:26](=[CH:27][CH:28]=[CH:29][CH:30]=3)[N:25]=[C:24]([CH3:32])[CH:23]=2)=[CH:18][CH:19]=1)(=[O:13])=[O:12])=[O:10]. Procedure: According to the procedure of Example 10, Step 2, the reaction of 222 mg (0.39 mmol) of cis-2-[methyl({4-[(2-methylquinolin-4-yl)methoxy]phenyl}sulfonyl)amino]cyclopentanecarboxylic acid with hydroxylamine provided 183 mg of cis-N-hydroxy-2-[methyl({4-[(2-methylquinolin-4-yl)methoxy]phenyl}sulfonyl)amino]cyclopentanecarboxamide in 97% yield. MS: 470.1 (M+H)+ Starting materials: CC(=O)Br, ClCCl, C[Al](C)C, Cc1ccccc1, CCN(C(C)C)C(C)C, CC(C)CC=O, CC(C)C(CN(Cc1cccc(CN(CC(NS(=O)(=O)C(F)(F)F)C(C)C)CC(NS(=O)(=O)C(F)(F)F)C(C)C)c1)CC(NS(=O)(=O)C(F)(F)F)C(C)C)NS(=O)(=O)C(F)(F)F. Product: CC(C)CC1CC(=O)O1. As a reaction SMILES: [C:83]([CH3:84])(=[O:85])[Br:86].[CH2:93]([Cl:94])[Cl:95].[CH3:63][Al:64]([CH3:65])[CH3:66].[CH3:67][c:68]1[cH:69][cH:70][cH:71][cH:72][cH:73]1.[CH:74]([N:75]([CH2:76][CH3:77])[CH:78]([CH3:79])[CH3:80])([CH3:81])[CH3:82].[CH:87]([CH2:88][CH:89]([CH3:90])[CH3:91])=[O:92].[F:1][C:2]([F:3])([F:4])[S:5]([NH:6][CH:7]([CH:8]([CH3:9])[CH3:10])[CH2:11][N:12]([CH2:13][c:14]1[cH:15][cH:16][cH:17][c:18]([CH2:19][N:20]([CH2:21][CH:22]([CH:23]([CH3:24])[CH3:25])[NH:26][S:27]([C:28]([F:29])([F:30])[F:31])(=[O:32])=[O:33])[CH2:34][CH:35]([CH:36]([CH3:37])[CH3:38])[NH:39][S:40]([C:41]([F:42])([F:43])[F:44])(=[O:45])=[O:46])[cH:47]1)[CH2:48][CH:49]([CH:50]([CH3:51])[CH3:52])[NH:53][S:54]([C:55]([F:56])([F:57])[F:58])(=[O:59])=[O:60])(=[O:61])=[O:62]>>[C:83]1(=[O:85])[CH2:84][CH:87]([CH2:88][CH:89]([CH3:90])[CH3:91])[O:92]1.